This data is from the Open Reaction Database (ORD), a public repository of structured organic reaction records. The task is: describe an organic reaction: reactants, conditions, products, and yield The reactants are C(C)(=O)N1N=C(C2=CC(=CC=C12)C(=O)O)C1=CC=C(C=C1)F (1-acetyl-3-(4-fluorophenyl)-1H-indazole-5-carboxylic acid), ClCCl (dichloromethane), C(C(=O)Cl)(=O)Cl (oxalyl chloride). Run in CN(C)C=O (DMF). Reaction conditions: time 8 hour. Yields the product C(C)(=O)N1N=C(C2=CC(=CC=C12)C(=O)Cl)C1=CC=C(C=C1)F (1-acetyl-3-(4-fluorophenyl)-1H-indazole-5-carbonyl chloride). Isolated yield 84.0%. As a reaction SMILES: [C:1]([N:4]1[C:12]2[C:7](=[CH:8][C:9]([C:13](O)=[O:14])=[CH:10][CH:11]=2)[C:6]([C:16]2[CH:21]=[CH:20][C:19]([F:22])=[CH:18][CH:17]=2)=[N:5]1)(=[O:3])[CH3:2].[Cl:23]CCl.C(Cl)(=O)C(Cl)=O>CN(C=O)C>[C:1]([N:4]1[C:12]2[C:7](=[CH:8][C:9]([C:13]([Cl:23])=[O:14])=[CH:10][CH:11]=2)[C:6]([C:16]2[CH:21]=[CH:20][C:19]([F:22])=[CH:18][CH:17]=2)=[N:5]1)(=[O:3])[CH3:2]. Procedure: To a flask containing 1-acetyl-3-(4-fluorophenyl)-1H-indazole-5-carboxylic acid (1.5 g, 5.9 mmol) was added dichloromethane (80 mL) and oxalyl chloride (1.02 mL, 11.7 mmol). The reaction was allowed to stir under a nitrogen atmosphere overnight. To the flask was added a catalytic amount of DMF. The reaction was allowed to stir for three hours. TLC indicated reaction was complete. The solvent was removed and a solid formed to yield the title compound (1.57 g, 84% yield). Starting materials: [Al+3], CCOC(C)=O, CCOCC, CCOC(=O)C(O)(CC(C)c1cccc(F)c1OC)C(F)(F)F, [H-], [H-], [H-], [H-], [Li+], O. Product: COc1c(F)cccc1C(C)CC(O)(C=O)C(F)(F)F. Reaction SMILES: [Al+3:25].[CH3:30][CH2:31][O:32][C:33](=[O:34])[CH3:35].[CH3:37][CH2:38][O:39][CH2:40][CH3:41].[F:1][c:2]1[c:3]([O:22][CH3:23])[c:4]([CH:8]([CH2:9][C:10]([C:11](=[O:12])[O:13][CH2:14][CH3:15])([C:16]([F:17])([F:18])[F:19])[OH:20])[CH3:21])[cH:5][cH:6][cH:7]1.[H-:24].[H-:27].[H-:28].[H-:29].[Li+:26].[OH2:36]>>[F:1][c:2]1[c:3]([O:22][CH3:23])[c:4]([CH:8]([CH2:9][C:10]([CH:11]=[O:12])([C:16]([F:17])([F:18])[F:19])[OH:20])[CH3:21])[cH:5][cH:6][cH:7]1.